Dataset: the Open Reaction Database (ORD), a public repository of structured organic reaction records. Task: describe an organic reaction: reactants, conditions, products, and yield The product is CCOc1cc(OC(C)C)c(F)c(C(Cl)c2nc(-c3ccccc3)cn2C(c2ccccc2)(c2ccccc2)c2ccccc2)c1. Reaction SMILES: [CH2:1]([CH3:2])[O:3][c:4]1[cH:5][c:6]([O:43][CH:44]([CH3:45])[CH3:46])[c:7]([F:42])[c:8]([CH:10]([OH:11])[c:12]2[n:13]([C:23]([c:24]3[cH:25][cH:26][cH:27][cH:28][cH:29]3)([c:30]3[cH:31][cH:32][cH:33][cH:34][cH:35]3)[c:36]3[cH:37][cH:38][cH:39][cH:40][cH:41]3)[cH:14][c:15](-[c:17]3[cH:18][cH:19][cH:20][cH:21][cH:22]3)[n:16]2)[cH:9]1.[CH3:47][S:48]([Cl:49])(=[O:50])=[O:51].[CH3:55][N:56]([c:57]1[cH:58][cH:59][n:60][cH:61][cH:62]1)[CH3:63].[CH3:64][CH2:65][O:66][C:67]([CH3:68])=[O:69].[Cl:52][CH2:53][Cl:54]>>[CH2:1]([CH3:2])[O:3][c:4]1[cH:5][c:6]([O:43][CH:44]([CH3:45])[CH3:46])[c:7]([F:42])[c:8]([CH:10]([c:12]2[n:13]([C:23]([c:24]3[cH:25][cH:26][cH:27][cH:28][cH:29]3)([c:30]3[cH:31][cH:32][cH:33][cH:34][cH:35]3)[c:36]3[cH:37][cH:38][cH:39][cH:40][cH:41]3)[cH:14][c:15](-[c:17]3[cH:18][cH:19][cH:20][cH:21][cH:22]3)[n:16]2)[Cl:49])[cH:9]1. Reactants: CCOc1cc(OC(C)C)c(F)c(C(O)c2nc(-c3ccccc3)cn2C(c2ccccc2)(c2ccccc2)c2ccccc2)c1, CS(=O)(=O)Cl, CN(C)c1ccncc1, CCOC(C)=O, ClCCl.